This data is from the Open Reaction Database (ORD), a public repository of structured organic reaction records. The task is: describe an organic reaction: reactants, conditions, products, and yield Starting materials: [NH4+].[Cl-] (NH4Cl), OC1=CC=C(C=C1)N1CCN(CC1)C1=CC=C(C=C1)N1C(N(N=C1)C(C(C)=O)C)=O ((±)-2,4-dihydro-4-[4-[4-(4-hydroxyphenyl)-1-piperazinyl]phenyl]-2-(1-methyl-2-oxopropyl)-3H-1,2,4-triazol-3-one), C(C)(CC)[BH-](C(C)CC)C(C)CC.[K+] (Potassium tri-sec-butylborohydride), solution. Solvent: CN(C)C=O (DMF), C1CCOC1 (THF). The product is OC(C(C)N1N=CN(C1=O)C1=CC=C(C=C1)N1CCN(CC1)C1=CC=C(C=C1)O)C (2,4-dihydro-2-(2-hydroxy-1methylpropyl)-4-[4-[4-(4-hydroxyphenyl)-1-piperazinyl]phenyl]-3H-1,2,4-triazol-3-one). Isolated yield 0.1%. RXN SMILES: [OH:1][C:2]1[CH:7]=[CH:6][C:5]([N:8]2[CH2:13][CH2:12][N:11]([C:14]3[CH:19]=[CH:18][C:17]([N:20]4[CH:24]=[N:23][N:22]([CH:25]([CH3:29])[C:26](=[O:28])[CH3:27])[C:21]4=[O:30])=[CH:16][CH:15]=3)[CH2:10][CH2:9]2)=[CH:4][CH:3]=1.C([BH-](C(CC)C)C(CC)C)(CC)C.[K+].[NH4+].[Cl-]>CN(C=O)C.C1COCC1>[OH:28][CH:26]([CH3:27])[CH:25]([N:22]1[C:21](=[O:30])[N:20]([C:17]2[CH:16]=[CH:15][C:14]([N:11]3[CH2:10][CH2:9][N:8]([C:5]4[CH:4]=[CH:3][C:2]([OH:1])=[CH:7][CH:6]=4)[CH2:13][CH2:12]3)=[CH:19][CH:18]=2)[CH:24]=[N:23]1)[CH3:29] |f:1.2,3.4|. Reported procedure: A mixture of (±)-2,4-dihydro-4-[4-[4-(4-hydroxyphenyl)-1-piperazinyl]phenyl]-2-(1-methyl-2-oxopropyl)-3H-1,2,4-triazol-3-one (0.120 mol) in DMF (700 ml) was cooled on ice. Potassium tri-sec-butylborohydride, 1M solution in THF (300 ml) was added dropwise. The mixture was allowed to warm to room temperature, then poured out into an aqueous NH4Cl solution. The precipitate was filtered off, dried and crystallized from 2-propanol. This fraction was separated into its enantiomers over CHIRALPAC AD [(... Reactants: Cl.C(CCC)OC([C@@H](NC([C@@H](NC(=O)OCC1=CC=CC=C1)CC1=CC=CC=C1)=O)CCCNC(N)=N)OCCCC (N-benzyloxycarbonyl-L-phenylalanyl-L-argininal dibutylacetal hydrochloride), [H][H] (hydrogen). The reagents and catalysts are [Pd] (palladium black). Solvent: CO (methanol). Yields the product Cl.C(CCC)OC([C@@H](NC([C@@H](N)CC1=CC=CC=C1)=O)CCCNC(N)=N)OCCCC (L-phenylalanyl-L-argininal dibutylacetal hydrochloride). Isolated yield 96.1%. Reaction SMILES: [ClH:1].[CH2:2]([O:6][CH:7]([O:38][CH2:39][CH2:40][CH2:41][CH3:42])[C@H:8]([CH2:31][CH2:32][CH2:33][NH:34][C:35](=[NH:37])[NH2:36])[NH:9][C:10](=[O:30])[C@H:11]([CH2:23][C:24]1[CH:29]=[CH:28][CH:27]=[CH:26][CH:25]=1)[NH:12]C(OCC1C=CC=CC=1)=O)[CH2:3][CH2:4][CH3:5].[H][H]>CO.[Pd]>[ClH:1].[CH2:2]([O:6][CH:7]([O:38][CH2:39][CH2:40][CH2:41][CH3:42])[C@H:8]([CH2:31][CH2:32][CH2:33][NH:34][C:35](=[NH:36])[NH2:37])[NH:9][C:10](=[O:30])[C@H:11]([CH2:23][C:24]1[CH:25]=[CH:26][CH:27]=[CH:28][CH:29]=1)[NH2:12])[CH2:3][CH2:4][CH3:5] |f:0.1,5.6|. Reported procedure: After N-benzyloxycarbonyl-L-phenylalanyl-L-argininal dibutylacetal hydrochloride (1.24 g, 2.05 mmols) was dissolved in methanol (100 ml), palladium black (1 g) was added to the solution. The mixture was stirred at room temperature for 2 hours in a hydrogen flow. After completion of the reaction, the catalyst was filtered off and the filtrate was concentrated to give 0.93 g (96%) of L-phenylalanyl-L-argininal dibutylacetal hydrochloride as oil.